Dataset: the Open Reaction Database (ORD), a public repository of structured organic reaction records. Task: describe an organic reaction: reactants, conditions, products, and yield The yield is 61.1%. Procedure details: Pyridine (47 ml) and hydroxylamine hydrochloride (8.18 g) were added to a stirring solution of 6-(4-trifluoromethyl-phenyl)piperidin-2,5-dione (5.04 g) under nitrogen. The mixture was heated at reflux for 21 h, cooled to room temperature, poured into aqueous hydrochloric acid (2M, 100 ml) and extracted with ethyl acetate (100 ml). The organic extract was washed with aqueous hydrochloric acid (3×100 ml) and the combined aqueous solution was extracted with ethyl acetate (2×50 ml). The combined org... Reactants: Cl.NO (hydroxylamine hydrochloride), FC(C1=CC=C(C=C1)C1C(CCC(N1)=O)=O)(F)F (6-(4-trifluoromethyl-phenyl)piperidin-2,5-dione), Cl (hydrochloric acid). Yields the product FC(C1=CC=C(C=C1)C1C(CCC(N1)=O)=NO)(F)F (6-(4-Trifluoromethyl-phenyl)piperdin-2.5-dione 5-oxime). Reaction SMILES: Cl.[NH2:2][OH:3].[F:4][C:5]([F:21])([F:20])[C:6]1[CH:11]=[CH:10][C:9]([CH:12]2[NH:17][C:16](=[O:18])[CH2:15][CH2:14][C:13]2=O)=[CH:8][CH:7]=1.Cl>N1C=CC=CC=1>[F:4][C:5]([F:21])([F:20])[C:6]1[CH:11]=[CH:10][C:9]([CH:12]2[NH:17][C:16](=[O:18])[CH2:15][CH2:14][C:13]2=[N:2][OH:3])=[CH:8][CH:7]=1 |f:0.1|. Run in N1=CC=CC=C1 (Pyridine). Reactants: CS(C)=O, Cc1cccc(Cl)[n+]1[O-], [H-], [Na+], OCc1ccccc1. The product is Cc1cccc(OCc2ccccc2)[n+]1[O-]. Reaction SMILES: [CH3:20][S:21](=[O:22])[CH3:23].[Cl:11][c:12]1[n+:13]([O-:19])[c:14]([CH3:18])[cH:15][cH:16][cH:17]1.[H-:1].[Na+:2].[OH:3][CH2:4][c:5]1[cH:6][cH:7][cH:8][cH:9][cH:10]1>>[O:3]([CH2:4][c:5]1[cH:6][cH:7][cH:8][cH:9][cH:10]1)[c:12]1[n+:13]([O-:19])[c:14]([CH3:18])[cH:15][cH:16][cH:17]1. Reactants: C(C1=CC=CC=C1)O[C@H]1[C@@H](OC=C[C@@H]1OCC1=CC=CC=C1)C ((2S,3S,4S)-3,4-bis(benzyloxy)-2-methyl-3,4-dihydro-2H-pyran), C(=O)(O)[O-].[Na+] (NaHCO3), [BH4-].[Na+] (NaBH4), CC(=O)[O-].[Na+] (NaOAc), O=[O+][O-] (ozone). Solvent: CO (MeOH), C(Cl)Cl (DCM), O (H2O), CCOC(=O)C (EtOAc). Reaction conditions: time 12 hour. Yields the product C(C1=CC=CC=C1)O[C@@H](CO)[C@H]([C@H](C)O)OCC1=CC=CC=C1 ((2S,3S,4S)-2,3-bis(benzyloxy)pentane-1,4-diol). Yield: 932.4%. RXN SMILES: [CH2:1]([O:8][C@@H:9]1[C@@H:14]([O:15][CH2:16][C:17]2[CH:22]=[CH:21][CH:20]=[CH:19][CH:18]=2)[CH:13]=C[O:11][C@H:10]1[CH3:23])[C:2]1[CH:7]=[CH:6][CH:5]=[CH:4][CH:3]=1.C([O-])(O)=[O:25].[Na+].O=[O+][O-].[BH4-].[Na+].CC([O-])=O.[Na+]>CO.C(Cl)Cl.O.CCOC(C)=O>[CH2:16]([O:15][C@H:14]([C@@H:9]([O:8][CH2:1][C:2]1[CH:3]=[CH:4][CH:5]=[CH:6][CH:7]=1)[C@@H:10]([OH:11])[CH3:23])[CH2:13][OH:25])[C:17]1[CH:18]=[CH:19][CH:20]=[CH:21][CH:22]=1 |f:1.2,4.5,6.7|. Procedure: A mixture of (2S,3S,4S)-3,4-bis(benzyloxy)-2-methyl-3,4-dihydro-2H-pyran (0.621 g, 2.00 mmol) and NaHCO3 (17.0 mg, 0.200 mmol) in MeOH (0.22 ml) and DCM (7 mL) was treated with ozone at −78° C. until the solution became light blue in color. The mixture was purged with nitrogen until colorless, diluted with MeOH (7 mL), and treated with a solution of NaBH4 (0.454 g, 12.0 mmol) and NaOAc (0.335 g, 4.08 mmol) in H2O (7 mL). The mixture was slowly warmed to room temperature and stirred for 12 h. The... Reactants: NC1=C(C=CC=C1)S (2-Aminothiophenol), [OH-].[Na+] (sodium hydroxide), COC1=CC=C(CCl)C=C1 (p-methoxybenzylchoride). Conditions: time 16 hour. Yields the product COC1=CC=C(CSC2=C(N)C=CC=C2)C=C1 (2-(4-Methoxybenzylthio)aniline). The yield is 46.9%. RXN SMILES: [NH2:1][C:2]1[CH:7]=[CH:6][CH:5]=[CH:4][C:3]=1[SH:8].[OH-].[Na+].[CH3:11][O:12][C:13]1[CH:20]=[CH:19][C:16]([CH2:17]Cl)=[CH:15][CH:14]=1>>[CH3:11][O:12][C:13]1[CH:20]=[CH:19][C:16]([CH2:17][S:8][C:3]2[CH:4]=[CH:5][CH:6]=[CH:7][C:2]=2[NH2:1])=[CH:15][CH:14]=1 |f:1.2|. Reported procedure: 2-Aminothiophenol (25 g, 0.2 mol) was reacted with 16 g sodium hydroxide (0.40 mol) and 34.8 g p-methoxybenzylchoride (0.22 mol) by the method described in Example 24. The mixture was stirred at room temperature for 16 hours. The precipitate was filtered from the reaction mixture, and recrystallised from ethyl acetate to give 23 g of the desired product as a light brown solid (47% yield). 1H NMR (60 MHz, CDCl3): 3.66 (s, 3H), 3.73 (s, 2H), 4.13 (brs, 2H), 6.3-7.3(m, 8H) ppm. TLC (50% ethyl aceta... Procedure: In a glass reaction flask was placed 100 g tetradecyl dimethylamine and 0.5 g diethylenetriamine pentaacetic acid. Carbon dioxide sparge into the liquid phase was started and the mixture was stirred and heated to 65° C. The CO2 sparge was stopped and a CO2 gas phase was maintained over the reaction mixture. Dropwise feed of 70 weight percent aqueous hydrogen peroxide was started. At the same time, addition of ethyl acetate was commenced. After 10 minutes all the hydrogen peroxide and 28 mL of et... Reaction conditions: temperature 65 celsius. Yields the product O.O.C(CCCCCCCCCCCCC)[N+](C)(C)[O-] (tetradecyl dimethylamine oxide dihydrate). RXN SMILES: [CH2:1]([N:15]([CH3:17])[CH3:16])[CH2:2][CH2:3][CH2:4][CH2:5][CH2:6][CH2:7][CH2:8][CH2:9][CH2:10][CH2:11][CH2:12][CH2:13][CH3:14].C(N(CC(O)=O)CCN(CC(O)=O)CC(O)=O)CN(CC(O)=O)CC(O)=[O:23]>>[OH2:23].[OH2:23].[CH2:1]([N+:15]([O-:23])([CH3:17])[CH3:16])[CH2:2][CH2:3][CH2:4][CH2:5][CH2:6][CH2:7][CH2:8][CH2:9][CH2:10][CH2:11][CH2:12][CH2:13][CH3:14] |f:2.3.4|. The reactants are C(CCCCCCCCCCCCC)N(C)C (tetradecyl dimethylamine), C(CN(CC(=O)O)CC(=O)O)N(CCN(CC(=O)O)CC(=O)O)CC(=O)O (diethylenetriamine pentaacetic acid). The yield is 87.0%. The reactants are CC(=O)O, CO, O=Cc1cccc(Cl)c1, Nc1ccc(-c2cccc3nc(Nc4ccc(OCCN5CCCC5)cc4)nn23)cc1. The product is Clc1cccc(CNc2ccc(-c3cccc4nc(Nc5ccc(OCCN6CCCC6)cc5)nn34)cc2)c1. Reaction SMILES: [CH3:32][C:33](=[O:34])[OH:35].[CH3:45][OH:46].[Cl:36][c:37]1[cH:38][c:39]([CH:40]=[O:41])[cH:42][cH:43][cH:44]1.[NH2:1][c:2]1[cH:3][cH:4][c:5](-[c:8]2[cH:9][cH:10][cH:11][c:12]3[n:13]2[n:14][c:15]([NH:17][c:18]2[cH:19][cH:20][c:21]([O:24][CH2:25][CH2:26][N:27]4[CH2:28][CH2:29][CH2:30][CH2:31]4)[cH:22][cH:23]2)[n:16]3)[cH:6][cH:7]1>>[NH:1]([c:2]1[cH:3][cH:4][c:5](-[c:8]2[cH:9][cH:10][cH:11][c:12]3[n:13]2[n:14][c:15]([NH:17][c:18]2[cH:19][cH:20][c:21]([O:24][CH2:25][CH2:26][N:27]4[CH2:28][CH2:29][CH2:30][CH2:31]4)[cH:22][cH:23]2)[n:16]3)[cH:6][cH:7]1)[CH2:40][c:39]1[cH:38][c:37]([Cl:36])[cH:44][cH:43][cH:42]1. Starting materials: FC1=C(C(=O)NC=2SC=3C4CCC(CC3C2C(=O)O)O4)C(=CC=C1)C(F)(F)F (4-(2-Fluoro-6-trifluoromethyl-benzoylamino)-11-oxa-3-thia-tricyclo[6.2.1.02,6]undeca-2(6),4-diene-5-carboxylic acid), FC(CCN)(F)F (3,3,3-trifluoropropylamine), N (NH3). Yields the product FC1=C(C(=O)NC2=C(C3=C(S2)C2CCC(C3)O2)C(=O)NCCC(F)(F)F)C(=CC=C1)C(F)(F)F (2-{[2-fluoro-6-(trifluoromethyl)benzoyl]amino}-N-(3,3,3-trifluoropropyl)-5,6,7,8-tetrahydro-4H-5,8-epoxycyclohepta[b]thiophene-3-carboxamide). RXN SMILES: [F:1][C:2]1[CH:24]=[CH:23][CH:22]=[C:21]([C:25]([F:28])([F:27])[F:26])[C:3]=1[C:4]([NH:6][C:7]1[S:8][C:9]2[CH:10]3[O:20][CH:13]([CH2:14][C:15]=2[C:16]=1[C:17]([OH:19])=O)[CH2:12][CH2:11]3)=[O:5].[F:29][C:30]([F:35])([F:34])[CH2:31][CH2:32][NH2:33].N>>[F:1][C:2]1[CH:24]=[CH:23][CH:22]=[C:21]([C:25]([F:26])([F:27])[F:28])[C:3]=1[C:4]([NH:6][C:7]1[S:8][C:9]2[CH:10]3[O:20][CH:13]([CH2:14][C:15]=2[C:16]=1[C:17]([NH:33][CH2:32][CH2:31][C:30]([F:35])([F:34])[F:29])=[O:19])[CH2:12][CH2:11]3)=[O:5]. Procedure details: The title compound was prepared from the product of Example 4A and commercially available 3,3,3-trifluoropropylamine according to the procedure described for Example 4B. MS (DCI/NH3) m/z 511 (M+H)+.